Dataset: the Open Reaction Database (ORD), a public repository of structured organic reaction records. Task: describe an organic reaction: reactants, conditions, products, and yield The reactants are CC(=O)O[BH-](OC(C)=O)OC(C)=O, O=C([O-])O, ClCCl, CC(=O)O, COc1ccc(-c2cc3cc(F)c(F)cc3[nH]2)cc1N, O=Cc1cccc([N+](=O)[O-])c1, [Na+], [Na+]. Product: COc1ccc(-c2cc3cc(F)c(F)cc3[nH]2)cc1NCc1cccc([N+](=O)[O-])c1. Reaction SMILES: [C:32]([O:33][BH-:34]([O:35][C:36](=[O:37])[CH3:38])[O:39][C:40](=[O:41])[CH3:42])(=[O:43])[CH3:44].[C:46](=[O:47])([OH:48])[O-:49].[CH2:51]([Cl:52])[Cl:53].[CH3:54][C:55](=[O:56])[OH:57].[F:12][c:13]1[cH:14][c:15]2[cH:16][c:17](-[c:23]3[cH:24][cH:25][c:26]([O:30][CH3:31])[c:27]([NH2:29])[cH:28]3)[nH:18][c:19]2[cH:20][c:21]1[F:22].[N+:1](=[O:2])([O-:3])[c:4]1[cH:5][c:6]([CH:7]=[O:8])[cH:9][cH:10][cH:11]1.[Na+:45].[Na+:50]>>[N+:1](=[O:2])([O-:3])[c:4]1[cH:5][c:6]([CH2:7][NH:29][c:27]2[c:26]([O:30][CH3:31])[cH:25][cH:24][c:23](-[c:17]3[cH:16][c:15]4[cH:14][c:13]([F:12])[c:21]([F:22])[cH:20][c:19]4[nH:18]3)[cH:28]2)[cH:9][cH:10][cH:11]1. The reactants are C(C1=CC=CC=C1)OC1=C(C=O)C=CC=C1C(C)(C)C (2-(benzyloxy)-3-tert-butylbenzaldehyde), ClC1=CC(=CC=C1)C(=O)OO (m-chloroperbenzoic acid). Solvent: ClCCl (dichloromethane), ClCCl (dichloromethane). Run at time 8 hour. The product is C(C1=CC=CC=C1)OC1=C(C=CC=C1C(C)(C)C)O (2-(Benzyloxy)-3-tert-butylphenol). Yield: 83.7%. RXN SMILES: [CH2:1]([O:8][C:9]1[C:16]([C:17]([CH3:20])([CH3:19])[CH3:18])=[CH:15][CH:14]=[CH:13][C:10]=1C=O)[C:2]1[CH:7]=[CH:6][CH:5]=[CH:4][CH:3]=1.ClC1C=CC=C(C(OO)=[O:29])C=1>ClCCl>[CH2:1]([O:8][C:9]1[C:16]([C:17]([CH3:20])([CH3:19])[CH3:18])=[CH:15][CH:14]=[CH:13][C:10]=1[OH:29])[C:2]1[CH:7]=[CH:6][CH:5]=[CH:4][CH:3]=1. Procedure: A solution of 2-(benzyloxy)-3-tert-butylbenzaldehyde (20 g, 74.53 mmol) in dichloromethane (400 mL) was treated with m-chloroperbenzoic acid (70%, 20 g) in 3 portions at room temperature. Stirring was continued overnight. The reaction mixture was diluted with dichloromethane (to 1 L) and washed with saturated sodium bicarbonate (2×400 mL) and water (500 mL). The organic layer was dried over sodium sulfate and filtered. The solvent was removed in a rotary evaporator. The residue was taken in meth... Reaction SMILES: [CH2:1]([c:2]1[cH:3][cH:4][cH:5][cH:6][cH:7]1)[O:8][c:9]1[cH:10][cH:11][c:12](-[c:15]2[cH:16][cH:17][c:18]([C:21](=[O:22])[O-:23])[cH:19][cH:20]2)[cH:13][cH:14]1.[S:24]([Cl:25])([Cl:26])=[O:27]>>[CH2:1]([c:2]1[cH:3][cH:4][cH:5][cH:6][cH:7]1)[O:8][c:9]1[cH:10][cH:11][c:12](-[c:15]2[cH:16][cH:17][c:18]([C:21](=[O:22])[OH:23])[cH:19][cH:20]2)[cH:13][cH:14]1.[Cl-:26]. The reactants are O=C([O-])c1ccc(-c2ccc(OCc3ccccc3)cc2)cc1, O=S(Cl)Cl. Product: O=C(O)c1ccc(-c2ccc(OCc3ccccc3)cc2)cc1, [Cl-]. The yield is 11.5%. Reported procedure: To a solution of 0.40 g (2.7 mmol) of 2,4-dimethylpyrrolo[1,2-b]pyridazine in 15 mL of dichloromethane at -78° C. was added, by syringe pump over a period 70 min, a solution of 0.62 g (2.7 mmol) of methyl 2-(isocyanatosulfonyl)benzoate. The reaction mixture was allowed to warm to room temperature. The residue was purified by flash chromatography to give 0.12 g of a white solid, m.p. 200°-202° C. Product: CC=1C=C(C=2N(N1)C(=CC2)C(=O)NS(=O)(=O)C2=C(C(=O)OC)C=CC=C2)C (Methyl 2-((2,4-dimethylpyrrolo[1,2-b]pyridazin-7-ylcarbonyl)aminosulfonyl)benzoate). RXN SMILES: [CH3:1][C:2]1[CH:3]=[C:4]([CH3:11])[C:5]2[N:6]([CH:8]=[CH:9][CH:10]=2)[N:7]=1.[N:12]([S:15]([C:18]1[CH:27]=[CH:26][CH:25]=[CH:24][C:19]=1[C:20]([O:22][CH3:23])=[O:21])(=[O:17])=[O:16])=[C:13]=[O:14]>ClCCl>[CH3:1][C:2]1[CH:3]=[C:4]([CH3:11])[C:5]2[N:6]([C:8]([C:13]([NH:12][S:15]([C:18]3[CH:27]=[CH:26][CH:25]=[CH:24][C:19]=3[C:20]([O:22][CH3:23])=[O:21])(=[O:17])=[O:16])=[O:14])=[CH:9][CH:10]=2)[N:7]=1. Reactants: CC=1C=C(C=2N(N1)C=CC2)C (2,4-dimethylpyrrolo[1,2-b]pyridazine), N(=C=O)S(=O)(=O)C1=C(C(=O)OC)C=CC=C1 (methyl 2-(isocyanatosulfonyl)benzoate). Run in ClCCl (dichloromethane). Starting materials: COc1cc(CBr)ccc1C#N, CO, CO, ClCCl, N, N. Yields the product COc1cc(CN)ccc1C#N. RXN SMILES: [Br:1][CH2:2][c:3]1[cH:4][c:5]([O:11][CH3:12])[c:6]([C:7]#[N:8])[cH:9][cH:10]1.[CH3:13][OH:14].[CH3:17][OH:18].[Cl:19][CH2:20][Cl:21].[NH3:15].[NH3:16]>>[CH2:2]([c:3]1[cH:4][c:5]([O:11][CH3:12])[c:6]([C:7]#[N:8])[cH:9][cH:10]1)[NH2:15]. The reactants are COC(=O)C=1C(SC2=CC=C(C=C2C1O)Br)=O (6-bromo-4-hydroxy-2-oxo-2H-thiochromene-3-carboxylic acid methyl ester), FC(C1=C(C=CC=C1)B(O)O)(F)F (2-trifluoromethyl-phenylboronic acid). Product: COC(=O)C=1C(SC2=CC=C(C=C2C1O)C1=C(C=CC=C1)C(F)(F)F)=O (4-Hydroxy-2-oxo-6-(2-trifluoromethyl-phenyl)-2H-thiochromene-3-carboxylic acid methyl ester). As a reaction SMILES: [CH3:1][O:2][C:3]([C:5]1[C:6](=[O:17])[S:7][C:8]2[C:13]([C:14]=1[OH:15])=[CH:12][C:11](Br)=[CH:10][CH:9]=2)=[O:4].[F:18][C:19]([F:30])([F:29])[C:20]1[CH:25]=[CH:24][CH:23]=[CH:22][C:21]=1B(O)O>>[CH3:1][O:2][C:3]([C:5]1[C:6](=[O:17])[S:7][C:8]2[C:13]([C:14]=1[OH:15])=[CH:12][C:11]([C:21]1[CH:22]=[CH:23][CH:24]=[CH:25][C:20]=1[C:19]([F:30])([F:29])[F:18])=[CH:10][CH:9]=2)=[O:4]. Procedure: 4-Hydroxy-2-oxo-6-(2-trifluoromethyl-phenyl)-2H-thiochromene-3-carboxylic acid methyl ester was prepared from 6-bromo-4-hydroxy-2-oxo-2H-thiochromene-3-carboxylic acid methyl ester under conditions analogous to Example 7(a) using 2-trifluoromethyl-phenylboronic acid. 1H NMR (200 MHz, CDCl3): δ (ppm)=8.572 (s, 1H), 7.838-7.676 (m, 4H), 7.487-7.354 (m, 2H), 4.028 (s, 3H). Reactants: COC(C)(C)C (tert-butyl methyl ether), [Br-].C(C)OC(=O)C[S+](C)C ((ethoxycarbonylmethyl)dimethyl sulfonium bromide), C1(C=CCC1)=O (2-cyclopenten-1-one), N12CCCCCC2=NCCC1 (1,8-diazabicyclo[5.4.0]undec-7-ene). The solvent is C(C)#N (acetonitrile). Conditions: time 1 hour. Yields the product O=C1C2[C@H](C2CC1)C(=O)OCC (ethyl (6S)-2-oxobicyclo[3.1.0]hexane-6-carboxylate). The yield is 103.5%. Reaction SMILES: [Br-].[CH2:2]([O:4][C:5]([CH2:7][S+](C)C)=[O:6])[CH3:3].N12CCCN=C1CCCCC2.[C:22]1(=[O:27])[CH2:26][CH2:25][CH:24]=[CH:23]1.COC(C)(C)C>C(#N)C>[O:27]=[C:22]1[CH2:26][CH2:25][CH:24]2[CH:23]1[C@H:7]2[C:5]([O:4][CH2:2][CH3:3])=[O:6] |f:0.1|. Reported procedure: To a suspension of (ethoxycarbonylmethyl)dimethyl sulfonium bromide (134 g, 585 mmol) in 486 mL of acetonitrile at room temperature is added 87.4 mL (585 mmol) of 1,8-diazabicyclo[5.4.0]undec-7-ene dropwise over 15 minutes. After stirring for 1 hour, the yellow mixture is treated with 40 g (487 mmol) of 2-cyclopenten-1-one over 10 minutes. The mixture is allowed to stir over night at which time 480 mL of tert-butyl methyl ether is added, followed by washing with 1N hydrochloric acid (1×240 mL). ... The reactants are C(C)N(C(OC(C)(C)C)=O)CCC(C)C (tert-butyl ethyl(iso-pentyl)carbamate), Cl (hydrochloric acid). Product: Cl.C(C)NCCC(C)C (N-ethyl-3-methylbutan-1-amine hydrochloride). As a reaction SMILES: [CH2:1]([N:3]([CH2:11][CH2:12][CH:13]([CH3:15])[CH3:14])C(=O)OC(C)(C)C)[CH3:2].[ClH:16]>CO>[ClH:16].[CH2:1]([NH:3][CH2:11][CH2:12][CH:13]([CH3:15])[CH3:14])[CH3:2] |f:3.4|. Procedure: A solution of tert-butyl ethyl(iso-pentyl)carbamate (490 mg, 2.28 mmol, 1.00 equiv) in methanol (3 mL) and 12N hydrochloric acid (2 mL) was stirred at room temperature for 2 h. The resulting mixture was concentrated under vacuum to give 0.55 g of crude N-ethyl-3-methylbutan-1-amine hydrochloride as a white solid. 1H-NMR (300 MHz, D2O): δ 3.01-2.91 (m, 4H), 1.60-1.14 (m, 3H), 1.19 (t, J=7.5 Hz, 3H), 0.82 (d, J=7.8 Hz, 6H) ppm. Solvent: CO (methanol). Reactants: N(=[N+]=[N-])C1=CC=C(C=C1)C (p-azidotoluene), BrN1C(CCC1=O)=O (N-bromosuccinimide), N(=NC(C#N)(C)C)C(C#N)(C)C (azobisisobutyronitrile). The solvent is C(Cl)(Cl)(Cl)Cl (carbon tetrachloride). The product is N(=[N+]=[N-])C1=CC=C(C=C1)CBr (1-Azido-4-(bromomethyl)benzene). Isolated yield 104.7%. As a reaction SMILES: [N:1]([C:4]1[CH:9]=[CH:8][C:7]([CH3:10])=[CH:6][CH:5]=1)=[N+:2]=[N-:3].[Br:11]N1C(=O)CCC1=O.N(C(C)(C)C#N)=NC(C)(C)C#N>C(Cl)(Cl)(Cl)Cl>[N:1]([C:4]1[CH:9]=[CH:8][C:7]([CH2:10][Br:11])=[CH:6][CH:5]=1)=[N+:2]=[N-:3]. Procedure: A mixture of p-azidotoluene (3.9 g), N-bromosuccinimide (5.5 g) and azobisisobutyronitrile (1.0 g) in carbon tetrachloride (30 ml) was heated under reflux in the dark under nitrogen for 18 h. The reaction mixture was allowed to cool to room temperature and the solvent was removed in vacuo. The residue was dissolved in ether (50 ml) and filtered. Evaporation of solvent gave an oil (6.5 g) which was chromatographed on silica gel (200 g, Merck 7734). Elution with petroleum ether (b.p. 40°-60°) gave... Starting materials: CO, Nc1nc(Cl)cc(-c2cccc3ccccc23)n1, [Na+], [OH-]. Yields the product Nc1nccc(-c2cccc3ccccc23)n1. As a reaction SMILES: [CH3:21][OH:22].[NH2:1][c:2]1[n:3][c:4]([Cl:18])[cH:5][c:6](-[c:8]2[cH:9][cH:10][cH:11][c:12]3[cH:13][cH:14][cH:15][cH:16][c:17]23)[n:7]1.[Na+:20].[OH-:19]>>[NH2:1][c:2]1[n:3][cH:4][cH:5][c:6](-[c:8]2[cH:9][cH:10][cH:11][c:12]3[cH:13][cH:14][cH:15][cH:16][c:17]23)[n:7]1.